This data is from the Open Reaction Database (ORD), a public repository of structured organic reaction records. The task is: describe an organic reaction: reactants, conditions, products, and yield Reactants: Cl, [N-]=[N+]=NCC1CN(c2ccc3cc(-c4ccccc4C(F)(F)F)[nH]c(=O)c3c2)C(=O)O1, C1CCOC1, O, c1ccc(P(c2ccccc2)c2ccccc2)cc1. The product is NCC1CN(c2ccc3cc(-c4ccccc4C(F)(F)F)[nH]c(=O)c3c2)C(=O)O1. As a reaction SMILES: [ClH:52].[N:1](=[N+:2]=[N-:3])[CH2:4][CH:5]1[CH2:6][N:7]([c:11]2[cH:12][cH:13][c:14]3[cH:15][c:16](-[c:22]4[c:23]([C:28]([F:29])([F:30])[F:31])[cH:24][cH:25][cH:26][cH:27]4)[nH:17][c:18](=[O:21])[c:19]3[cH:20]2)[C:8](=[O:10])[O:9]1.[O:53]1[CH2:54][CH2:55][CH2:56][CH2:57]1.[OH2:51].[c:32]1([P:33]([c:34]2[cH:35][cH:36][cH:37][cH:38][cH:39]2)[c:40]2[cH:41][cH:42][cH:43][cH:44][cH:45]2)[cH:46][cH:47][cH:48][cH:49][cH:50]1>>[NH2:1][CH2:4][CH:5]1[CH2:6][N:7]([c:11]2[cH:12][cH:13][c:14]3[cH:15][c:16](-[c:22]4[c:23]([C:28]([F:29])([F:30])[F:31])[cH:24][cH:25][cH:26][cH:27]4)[nH:17][c:18](=[O:21])[c:19]3[cH:20]2)[C:8](=[O:10])[O:9]1. Reactants: C(C1=CC=CC=C1)OC1=C(C=C(C=C1)C(C(O)OCC)=O)NS(=O)(=O)C (N-[2-benzyloxy-5-(2-ethoxy-2-hydroxy-acetyl)-phenyl]-methanesulphonamide), Cl.FC1=CC=C(CC2(CCCC2)N)C=C1 (1-(4-fluoro-benzyl)-cyclopentylamine hydrochloride), Cl (hydrochloride). Product: FC1=CC=C(CC2(CCCC2)NCC(O)C=2C=CC(=C(C2)NS(=O)(=O)C)O)C=C1 (N-(5-{2-[1-(4-fluoro-benzyl)-cyclopentylamino]-1-hydroxy-ethyl}-2-hydroxy-phenyl)-methanesulphonamide). Reaction SMILES: C([O:8][C:9]1[CH:14]=[CH:13][C:12]([C:15](=[O:21])[CH:16](OCC)O)=[CH:11][C:10]=1[NH:22][S:23]([CH3:26])(=[O:25])=[O:24])C1C=CC=CC=1.Cl.[F:28][C:29]1[CH:41]=[CH:40][C:32]([CH2:33][C:34]2([NH2:39])[CH2:38][CH2:37][CH2:36][CH2:35]2)=[CH:31][CH:30]=1.Cl>>[F:28][C:29]1[CH:30]=[CH:31][C:32]([CH2:33][C:34]2([NH:39][CH2:16][CH:15]([C:12]3[CH:13]=[CH:14][C:9]([OH:8])=[C:10]([NH:22][S:23]([CH3:26])(=[O:24])=[O:25])[CH:11]=3)[OH:21])[CH2:38][CH2:37][CH2:36][CH2:35]2)=[CH:40][CH:41]=1 |f:1.2|. Procedure details: Prepared from 645 mg (1.70 mmol) N-[2-benzyloxy-5-(2-ethoxy-2-hydroxy-acetyl)-phenyl]-methanesulphonamide and 414 mg (1.70 mmol) 1-(4-fluoro-benzyl)-cyclopentylamine hydrochloride according to general method 6. Yield: 485 mg (62%, hydrochloride). Mass spectroscopy: [M+H]+=423. Starting materials: FC(C1=CC(=NC=C1)C=1CCN(CC1)C(=O)OC(C)(C)C)(F)F (tert-Butyl 4-(trifluoromethyl)-3′,6′-dihydro-2,4′-bipyridine-1′(2′H)-carboxylate). Run in solution, Cl (HCl), O1CCOCC1 (1,4-dioxane). Run at time 1 hour. Yields the product FC(C1=CC(=NC=C1)C=1CCNCC1)(F)F (4-(Trifluoromethyl)-1′,2′,3′,6′-tetrahydro-2,4′-bipyridine). The yield is 147.3%. RXN SMILES: [F:1][C:2]([F:23])([F:22])[C:3]1[CH:8]=[CH:7][N:6]=[C:5]([C:9]2[CH2:10][CH2:11][N:12](C(OC(C)(C)C)=O)[CH2:13][CH:14]=2)[CH:4]=1>Cl.O1CCOCC1>[F:23][C:2]([F:1])([F:22])[C:3]1[CH:8]=[CH:7][N:6]=[C:5]([C:9]2[CH2:10][CH2:11][NH:12][CH2:13][CH:14]=2)[CH:4]=1. Reported procedure: tert-Butyl 4-(trifluoromethyl)-3′,6′-dihydro-2,4′-bipyridine-1′(2′H)-carboxylate (380.0 mg, 1.157 mmol) was dissolved in a 4 M solution of HCl in 1,4-dioxane (12.0 mL) to form a light yellow clear (then cloudy) solution. After being stirred at room temperature for 1 h, the reaction mixture was concentrated in vacuo to afford 389 mg of product as a yellow gum. LC-MS calculated for C11H11F3N2: (M+H) 229; found 229.1. Reactants: Sc1ccccc1Br, CCC(=O)CBr, O=C([O-])[O-], CC(C)=O, [K+], [K+], O. Yields the product CCC(=O)CSc1ccccc1Br. RXN SMILES: [Br:1][c:2]1[c:3]([SH:8])[cH:4][cH:5][cH:6][cH:7]1.[Br:9][CH2:10][C:11]([CH2:12][CH3:13])=[O:14].[C:15](=[O:16])([O-:17])[O-:18].[CH3:22][C:23](=[O:24])[CH3:25].[K+:19].[K+:20].[OH2:21]>>[Br:1][c:2]1[c:3]([S:8][CH2:10][C:11]([CH2:12][CH3:13])=[O:14])[cH:4][cH:5][cH:6][cH:7]1. Reactants: ClC=1C(N(N=CC1Cl)C)=O (4,5-dichloro-2-methyl-3(2H)-pyridazinone), NCCCO (3-aminopropanol). The solvent is O (water). Run at time 4 hour. Yields the product ClC1=C(C(N(N=C1)C)=O)NCCCO (5Chloro-4-[N-(3-hydroxypropyl)-amino]-2-methyl-3(2H)-pyridazinone). The yield is 19.3%. Reaction SMILES: Cl[C:2]1[C:3](=[O:10])[N:4]([CH3:9])[N:5]=[CH:6][C:7]=1[Cl:8].[NH2:11][CH2:12][CH2:13][CH2:14][OH:15]>O>[Cl:8][C:7]1[CH:6]=[N:5][N:4]([CH3:9])[C:3](=[O:10])[C:2]=1[NH:11][CH2:12][CH2:13][CH2:14][OH:15]. Reported procedure: 3.58 g (20 mmoles) of 4,5-dichloro-2-methyl-3(2H)-pyridazinone and 3.76 g (50 mmoles) of 3-aminopropanol are dissolved in 35 ml of water. The mixture is boiled for 4 hours under stirring and reflux cooling, then it is cooled and extracted with 200 ml of dichloromethane. The organic phase is dried, evaporated and the crude product is subjected to chromatography on a silica gel column. Thus 0.84 g (19%) of the desired compound is obtained. M.p.: 65°-66° C., Rf =0.7.